From a dataset of the Open Reaction Database (ORD), a public repository of structured organic reaction records. describe an organic reaction: reactants, conditions, products, and yield Starting materials: C1(CC1)C=1C(=CC(=NC1)C(=O)NC(C(=O)O)C(C)(C)C)OCC(F)(F)F (2-[[5-cyclopropyl-4-(2,2,2-trifluoroethoxy)pyridine-2-carbonyl]amino]-3,3-dimethyl-butanoic acid), Cl.CNC (dimethylamine hydrochloride). The product is C1(CC1)C=1C(=CC(=NC1)C(=O)NC(C(=O)N(C)C)C(C)(C)C)OCC(F)(F)F (5-cyclopropyl-N-[1-(dimethylamino)-3,3-dimethyl-1-oxobutan-2-yl]-4-(2,2,2-trifluoroethoxy)pyridine-2-carboxamide). Reaction SMILES: [CH:1]1([C:4]2[C:5]([O:21][CH2:22][C:23]([F:26])([F:25])[F:24])=[CH:6][C:7]([C:10]([NH:12][CH:13]([C:17]([CH3:20])([CH3:19])[CH3:18])[C:14]([OH:16])=O)=[O:11])=[N:8][CH:9]=2)[CH2:3][CH2:2]1.Cl.[CH3:28][NH:29][CH3:30]>>[CH:1]1([C:4]2[C:5]([O:21][CH2:22][C:23]([F:24])([F:25])[F:26])=[CH:6][C:7]([C:10]([NH:12][CH:13]([C:17]([CH3:19])([CH3:18])[CH3:20])[C:14]([N:29]([CH3:30])[CH3:28])=[O:16])=[O:11])=[N:8][CH:9]=2)[CH2:2][CH2:3]1 |f:1.2|. Procedure details: The title compound was synthesized in analogy to Example 112e, using 2-[[5-cyclopropyl-4-(2,2,2-trifluoroethoxy)pyridine-2-carbonyl]amino]-3,3-dimethyl-butanoic acid (Example 194b) and dimethylamine hydrochloride as starting materials and isolated (24 mg, 46%); MS (ESI, m/z): 402.6 (M+H+). Reactants: COC(=O)c1ccc(Br)cc1N1CCCS1(=O)=O, Cc1cnc(N2CCNCC2)c(C)c1, CO, Cl, [Na+], [OH-], O. Product: Cc1cnc(N2CCN(C(=O)c3ccc(Br)cc3N3CCCS3(=O)=O)CC2)c(C)c1. RXN SMILES: [Br:1][c:2]1[cH:3][c:4]([N:12]2[S:13](=[O:17])(=[O:18])[CH2:14][CH2:15][CH2:16]2)[c:5]([C:6]([O:8][CH3:7])=[O:9])[cH:10][cH:11]1.[CH3:22][c:23]1[c:24]([N:30]2[CH2:31][CH2:32][NH:33][CH2:34][CH2:35]2)[n:25][cH:26][c:27]([CH3:29])[cH:28]1.[CH3:36][OH:37].[ClH:21].[Na+:20].[OH-:19].[OH2:38]>>[Br:1][c:2]1[cH:3][c:4]([N:12]2[S:13](=[O:17])(=[O:18])[CH2:14][CH2:15][CH2:16]2)[c:5]([C:6](=[O:8])[N:33]2[CH2:32][CH2:31][N:30]([c:24]3[c:23]([CH3:22])[cH:28][c:27]([CH3:29])[cH:26][n:25]3)[CH2:35][CH2:34]2)[cH:10][cH:11]1. The reactants are C(=O)([O-])[O-].[K+].[K+] (K2CO3), ClC1=C(CBr)C(=CC=C1)F (2-chloro-6-fluorobenzyl bromide), CN(C)C=O (DMF), COC1=C(C=C(C=C1C)N1S(C2=C(N(C1=O)CC1=C(C=C(C=C1F)F)F)C=CC=C2)(=O)=O)C (2-(4-methoxy-3,5-dimethylphenyl)-4-(2,4,6-trifluorobenzyl)-2H-1,2,4-benzothiadiazin-3(4H)-one 1,1-dioxide). The product is ClC1=C(CN2C(N(S(C3=C2C=CC=C3)(=O)=O)C3=CC(=CC(=C3)OC)OC)=O)C(=CC=C1)F (4-(2-Chloro-6-fluorobenzyl)-2-(3,5-di methoxyphenyl)-2H-1,2,4-benzothiadiazin-3(4H)-one 1,1-dioxide). RXN SMILES: [C:1]([O-:4])([O-])=O.[K+].[K+].[Cl:7]C1C=CC=C(F)C=1CBr.CO[C:19]1[C:24](C)=[CH:23][C:22]([N:26]2[C:31](=[O:32])[N:30]([CH2:33][C:34]3[C:39](F)=[CH:38][C:37](F)=[CH:36][C:35]=3[F:42])[C:29]3[CH:43]=[CH:44][CH:45]=[CH:46][C:28]=3[S:27]2(=[O:48])=[O:47])=[CH:21][C:20]=1C.CN([CH:53]=[O:54])C>>[Cl:7][C:39]1[CH:38]=[CH:37][CH:36]=[C:35]([F:42])[C:34]=1[CH2:33][N:30]1[C:29]2[CH:43]=[CH:44][CH:45]=[CH:46][C:28]=2[S:27](=[O:47])(=[O:48])[N:26]([C:22]2[CH:23]=[C:24]([O:54][CH3:53])[CH:19]=[C:20]([O:4][CH3:1])[CH:21]=2)[C:31]1=[O:32] |f:0.1.2|. Procedure details: The title compound (61 mg, 0.13 mmol) was prepared from (IntA11) (67 mg, 0.20 mmol), K2CO3 (83 mg, 0.60 mmol) and 2-chloro-6-fluorobenzyl bromide (54 mg, 0.24 mmol) in DMF (2 mL) using the methods of (115). The reactants are COC1=CC=C(C=C1)C1=CC=C(C=C1)C(=O)O (4′-Methoxy-4-biphenylcarboxylic acid), ice water. Solvent: C(C)(=O)O (acetic acid). Yields the product OC1=CC=C(C=C1)C1=CC=C(C=C1)C(=O)O (4′-Hydroxy-4-biphenylcarboxylic acid). Reaction SMILES: C[O:2][C:3]1[CH:8]=[CH:7][C:6]([C:9]2[CH:14]=[CH:13][C:12]([C:15]([OH:17])=[O:16])=[CH:11][CH:10]=2)=[CH:5][CH:4]=1>C(O)(=O)C>[OH:2][C:3]1[CH:4]=[CH:5][C:6]([C:9]2[CH:14]=[CH:13][C:12]([C:15]([OH:17])=[O:16])=[CH:11][CH:10]=2)=[CH:7][CH:8]=1. Reported procedure: A stirred mixture of compound 2 (27.00 g, 0.118 mol) and hydronbromic acid (48% w/v, 350 ml) in glacial acetic acid (600 ml) was heated under reflux for 6 h. The cooled solution was poured into an ice/water mixture (1 l) and the resulting white precipitate was filtered off and washed with water until acid-free. Recrystallisation from glacial acetic acid afforded white crystals which were dried over potassium hydroxide in vacuo. Starting materials: C(C1=CC=CC=C1)OCC=O (2-(Benzyloxy)acetaldehyde), C(C=C)[Mg]Cl (allylmagnesium chloride). Solvent: C1CCOC1 (THF), C1CCOC1 (THF). Reaction conditions: temperature 0 celsius. Yields the product C(C1=CC=CC=C1)OCC(CC=C)O (1-(benzyloxy)pent-4-en-2-ol). Reaction SMILES: [CH2:1]([O:8][CH2:9][CH:10]=[O:11])[C:2]1[CH:7]=[CH:6][CH:5]=[CH:4][CH:3]=1.[CH2:12]([Mg]Cl)[CH:13]=[CH2:14]>C1COCC1>[CH2:1]([O:8][CH2:9][CH:10]([OH:11])[CH2:14][CH:13]=[CH2:12])[C:2]1[CH:7]=[CH:6][CH:5]=[CH:4][CH:3]=1. Procedure: 2-(Benzyloxy)acetaldehyde (5 g, 33.3 mmol) in dry THF (10 mL) was added dropwise to a stirred and cooled solution of allylmagnesium chloride (25 mL, 2 M in THF, 50 mmol) in THF (100 mL) at −78° C. After the addition, the solution was allowed to warm to 0° C. and quenched with saturated NH4Cl solution. After standard aqueous work up, the residue was purified over silica using EtOAc and hexane to give 1-(benzyloxy)pent-4-en-2-ol (11).